From a dataset of the Open Reaction Database (ORD), a public repository of structured organic reaction records. describe an organic reaction: reactants, conditions, products, and yield Starting materials: BrC=1C=C(C=C(C1)C1=C(C=C(C=C1)C)C#N)C(=O)OC (methyl 5-bromo-2′-cyano-4′-methylbiphenyl-3-carboxylate), OCC1=C(C=CC=C1)B(O)O (2-(hydroxymethyl)phenylboronic acid), C([O-])([O-])=O.[Cs+].[Cs+] (cesium carbonate), O (water). Reagents/catalysts: [I-].C(CCC)[N+](CCCC)(CCCC)CCCC (tetra-n-butylammonium iodide). The solvent is CN(C=O)C (N,N-dimethylformamide). Product: C(C)OC(=O)C=1C=C(C=C(C1)C1=C(C=C(C=C1)C)C#N)C1=C(C=CC=C1)CO (2-Cyano-2″-hydroxymethyl-4-methyl-[1,1′;3′,1″]terphenyl-5′-carboxylic acid ethyl ester). Reaction SMILES: Br[C:2]1[CH:3]=[C:4]([C:17]([O:19][CH3:20])=[O:18])[CH:5]=[C:6]([C:8]2[CH:13]=[CH:12][C:11]([CH3:14])=[CH:10][C:9]=2[C:15]#[N:16])[CH:7]=1.[OH:21][CH2:22][C:23]1[CH:28]=[CH:27][CH:26]=[CH:25][C:24]=1B(O)O.[C:32](=O)([O-])[O-].[Cs+].[Cs+].O>[I-].C([N+](CCCC)(CCCC)CCCC)CCC.CN(C)C=O>[CH2:20]([O:19][C:17]([C:4]1[CH:3]=[C:2]([C:24]2[CH:25]=[CH:26][CH:27]=[CH:28][C:23]=2[CH2:22][OH:21])[CH:7]=[C:6]([C:8]2[CH:13]=[CH:12][C:11]([CH3:14])=[CH:10][C:9]=2[C:15]#[N:16])[CH:5]=1)=[O:18])[CH3:32] |f:2.3.4,6.7|. Reported procedure: Into a 5 mL microwave vial were charged methyl 5-bromo-2′-cyano-4′-methylbiphenyl-3-carboxylate (95 mg, 0.29 mmol), 2-(hydroxymethyl)phenylboronic acid (87 mg, 0.57 mmol), cesium carbonate (466 mg, 1.43 mmol), tetra-n-butylammonium iodide (106 mg, 0.29 mmol), POPd (14 mg, 0.029 mmol), water (0.2 mL) and N,N-dimethylformamide (1 mL). The reaction mixture was subjected to microwave irradiation for 10 mins at 150° C. After cooling, the reaction mixture was extracted with ethylacetate. The organic l... Reactants: C(C)OC(=O)[C@@]1([C@@H](C1)C=C)NC(=O)[C@H]1N(C[C@@H](C1)OC1=CC(=NC2=CC(=CC=C12)OC)C1=CC=CC=C1)C(N[C@@H](C(C)(C)C)C=O)=O ((1R,2S)-1 {[(4R,2S)1-(1-(1S)-Formyl-2,2-dimethyl-propylcarbamoyl)-4-(7-methoxy-2-phenyl-quinolin-4-yloxy)-pyrrolidine-2-carbonyl]-amino}-2-vinyl-cyclopropanecarboxylic acid ethyl ester), C(C)OC(=O)C1(C(C1)(C=C)C(=O)[C@H]1N(C[C@@H](C1)OC1=CC(=NC2=CC(=CC=C12)OC)C1=CC=CC=C1)C(NC(C(C)(C)C)CN[C@@H]1[C@@H](CC2=CC=CC=C12)O)=O)N ([(4R,2S)1-{1-[((1S,2R)-2-Hydroxy-indan-1-ylamino)-methyl]-2,2-dimethyl-propylcarbamoyl}-4-(7-methoxy-2-phenyl-quinolin-4-yloxy)-pyrrolidine-2-carbonyl]-amino-2-vinyl-cyclopropanecarboxylic acid ethyl ester), NC(C(=O)NC)C1CCCCC1 (2-amino-2-cyclohexyl-N-methyl-acetamide), ethyl ester. Yields the product C1(CCCCC1)[C@@H](C(NC)=O)NCC(C(C)(C)C)NC(=O)N1[C@@H](C[C@H](C1)OC1=CC(=NC2=CC(=CC=C12)OC)C1=CC=CC=C1)C(=O)N[C@]1([C@@H](C1)C=C)C(=O)O ((1R,2S)-1-{[(4R,2S)1-(1-{[(1S)-(Cyclohexyl-methylcarbamoyl-methyl)-amino]-methyl}-2,2-dimethyl-propylcarbamoyl)-4-(7-methoxy-2-phenyl-quinolin-4-yloxy)-pyrrolidine-2-carbonyl]-amino)-2-vinyl-cyclopropanecarboxylic acid). As a reaction SMILES: C([O:3][C:4]([C@@:6]1([NH:11][C:12]([C@@H:14]2[CH2:18][C@@H:17]([O:19][C:20]3[C:29]4[C:24](=[CH:25][C:26]([O:30][CH3:31])=[CH:27][CH:28]=4)[N:23]=[C:22]([C:32]4[CH:37]=[CH:36][CH:35]=[CH:34][CH:33]=4)[CH:21]=3)[CH2:16][N:15]2[C:38](=[O:47])[NH:39][C@H:40]([CH:45]=O)[C:41]([CH3:44])([CH3:43])[CH3:42])=[O:13])[CH2:8][C@H:7]1[CH:9]=[CH2:10])=[O:5])C.C(OC(C1(N)CC1(C([C@@H]1C[C@@H](OC2C3C(=CC(OC)=CC=3)N=C(C3C=CC=CC=3)C=2)CN1C(=O)NC(CN[C@H]1C2C(=CC=CC=2)C[C@H]1O)C(C)(C)C)=O)C=C)=O)C.[NH2:105][CH:106]([CH:111]1[CH2:116][CH2:115][CH2:114][CH2:113][CH2:112]1)[C:107]([NH:109][CH3:110])=[O:108]>>[CH:111]1([C@H:106]([NH:105][CH2:45][CH:40]([NH:39][C:38]([N:15]2[CH2:16][C@H:17]([O:19][C:20]3[C:29]4[C:24](=[CH:25][C:26]([O:30][CH3:31])=[CH:27][CH:28]=4)[N:23]=[C:22]([C:32]4[CH:37]=[CH:36][CH:35]=[CH:34][CH:33]=4)[CH:21]=3)[CH2:18][C@H:14]2[C:12]([NH:11][C@:6]2([C:4]([OH:3])=[O:5])[CH2:8][C@H:7]2[CH:9]=[CH2:10])=[O:13])=[O:47])[C:41]([CH3:44])([CH3:42])[CH3:43])[C:107](=[O:108])[NH:109][CH3:110])[CH2:116][CH2:115][CH2:114][CH2:113][CH2:112]1. Procedure details: Treatment of compound 85 as described for the preparation of 86 but with the use of 2-amino-2-cyclohexyl-N-methyl-acetamide (17 mg) instead of (1S,2R)-1-aminoindan-2-ol followed by hydrolysis of the ethyl ester as described in example 87 provided the title product. Purity by HPLC>95%. M+H+769.5 Starting materials: C1CCOC1, COC(=O)c1sc(C#CC(C)(C)CCO)cc1N(C(=O)C1CCC(C)CC1)C1CCC(OC2CCOC2)CC1, CO, [Na+], [OH-]. Product: CC1CCC(C(=O)N(c2cc(C#CC(C)(C)CCO)sc2C(=O)O)C2CCC(OC3CCOC3)CC2)CC1. As a reaction SMILES: [CH2:44]1[O:45][CH2:46][CH2:47][CH2:48]1.[CH3:3][O:4][C:5](=[O:6])[c:7]1[s:8][c:9]([C:34]#[C:35][C:36]([CH2:37][CH2:38][OH:39])([CH3:40])[CH3:41])[cH:10][c:11]1[N:12]([CH:13]1[CH2:14][CH2:15][CH:16]([O:19][CH:20]2[CH2:21][O:22][CH2:23][CH2:24]2)[CH2:17][CH2:18]1)[C:25](=[O:26])[CH:27]1[CH2:28][CH2:29][CH:30]([CH3:33])[CH2:31][CH2:32]1.[CH3:42][OH:43].[Na+:2].[OH-:1]>>[O:4]=[C:5]([OH:6])[c:7]1[s:8][c:9]([C:34]#[C:35][C:36]([CH2:37][CH2:38][OH:39])([CH3:40])[CH3:41])[cH:10][c:11]1[N:12]([CH:13]1[CH2:14][CH2:15][CH:16]([O:19][CH:20]2[CH2:21][O:22][CH2:23][CH2:24]2)[CH2:17][CH2:18]1)[C:25](=[O:26])[CH:27]1[CH2:28][CH2:29][CH:30]([CH3:33])[CH2:31][CH2:32]1. The reactants are O=C([O-])[O-], Cc1ccccc1, COCC(C)Nc1nccc(-c2ccnc(Cl)c2)n1, Cc1cccc(Cl)c1N, [Cs+], [Cs+], CC(=O)[O-], CC(=O)[O-], [Pd+2]. Product: COCC(C)Nc1nccc(-c2ccnc(Nc3c(C)cccc3Cl)c2)n1. Reaction SMILES: [C:29](=[O:30])([O-:31])[O-:32].[CH3:35][c:36]1[cH:37][cH:38][cH:39][cH:40][cH:41]1.[Cl:1][c:2]1[n:3][cH:4][cH:5][c:6](-[c:8]2[n:9][c:10]([NH:14][CH:15]([CH2:16][O:17][CH3:18])[CH3:19])[n:11][cH:12][cH:13]2)[cH:7]1.[Cl:20][c:21]1[c:22]([NH2:23])[c:24]([CH3:28])[cH:25][cH:26][cH:27]1.[Cs+:33].[Cs+:34].[O-:43][C:44]([CH3:45])=[O:46].[O-:47][C:48]([CH3:49])=[O:50].[Pd+2:42]>>[c:2]1([NH:23][c:22]2[c:21]([Cl:20])[cH:27][cH:26][cH:25][c:24]2[CH3:28])[n:3][cH:4][cH:5][c:6](-[c:8]2[n:9][c:10]([NH:14][CH:15]([CH2:16][O:17][CH3:18])[CH3:19])[n:11][cH:12][cH:13]2)[cH:7]1. The reactants are COC1=C(CN2S(C(CCC2)(F)F)(=O)=O)C=CC(=C1)OC (2-(2,4-dimethoxybenzyl)-6,6-difluoro-1,2-thiazinane-1,1-dioxide), FC(C(=O)O)(F)F (trifluoroacetic acid). Solvent: C(Cl)Cl (methylene chloride). Run at time 3 hour. The product is FC1(CCCNS1(=O)=O)F (6,6-Difluoro-1,2-thiazinane-1,1-dioxide). Yield: 66.2%. As a reaction SMILES: COC1C=C(OC)C=CC=1C[N:6]1[CH2:11][CH2:10][CH2:9][C:8]([F:13])([F:12])[S:7]1(=[O:15])=[O:14].FC(F)(F)C(O)=O>C(Cl)Cl>[F:12][C:8]1([F:13])[S:7](=[O:15])(=[O:14])[NH:6][CH2:11][CH2:10][CH2:9]1. Procedure details: To a solution of 2-(2,4-dimethoxybenzyl)-6,6-difluoro-1,2-thiazinane-1,1-dioxide (0.090 g, 0.3 mmol) in methylene chloride (7 mL) was added trifluoroacetic acid (4 mL), and the resultant red solution stirred for 3 hrs at room temperature. The mixture was concentrated in vacuo to afford the crude residue. The crude product was purified by silica gel chromatography (10-60% ethyl acetate/hexanes) to give a clear oil (0.034 g). 1H NMR (CDCl3, 300 MHz) δ 4.85 (br s, 1H), 3.46-3.40 (m, 2H), 2.60-2.47 ... The reagents and catalysts are [C].[Pd] (palladium-carbon). Isolated yield 70.9%. Product: OC=1C2=C(C=3[C@@H](NC(C3C1)=O)C)O[C@]13[C@](C2)([C@H](CC[C@H]1C([C@H](CC3)O)(C)C)C)C ((1S, 6aR, 7S, 9aS, 11S, 13aS)-2, 3, 6, 6a, 7, 8, 9, 9a, 10, 11, 12, 13-dodecahydro-5, 11-dihydroxy-1, 6a, 7, 10, 10-pentamethyl-3-oxo-1H- benzo[8,8a][1]benzopyrano[2,3-e]isoindole). Procedure details: To Compound (66a) (28 mg, 0.06 mmol) dissolved in 15 ml of methanol containing 10% water was added 20 mg of 10% palladium-carbon, followed by catalytic reduction for 2.5 hours. After the palladium-carbon was removed by filtration, the filtrate was concentrated under reduced pressure. The residue was purified by a silica gel column chromatography (silica gel 5 g; ethyl acetate: methanol=19:1) and by crystallization from diethyl ether-n-hexane to give 17 mg (74%) of Compound (67a). Melting point: ... Reactants: C(C1=CC=CC=C1)OC=1C2=C(C=3[C@@H](NC(C3C1)=O)C)O[C@]13[C@](C2)([C@H](CC[C@H]1C([C@H](CC3)O)(C)C)C)C ((1S, 6aR, 7S, 9aS, 11S, 13aS)-5-benzyloxy-2, 3, 6, 6a, 7, 8, 9, 9a, 10, 11, 12, 13-dodecahydro-11-hydroxy-1, 6a, 7, 10, 10-pentamethyl-3-oxo-1H- benzo[8,8a][1]benzopyrano[2,3-e]isoindole). As a reaction SMILES: C([O:8][C:9]1[C:10]2[CH2:23][C@:22]3([CH3:36])[C@@H:24]([CH3:35])[CH2:25][CH2:26][C@H:27]4[C:28]([CH3:34])([CH3:33])[C@@H:29]([OH:32])[CH2:30][CH2:31][C@@:21]34[O:20][C:11]=2[C:12]2[C@H:13]([CH3:19])[NH:14][C:15](=[O:18])[C:16]=2[CH:17]=1)C1C=CC=CC=1>CO.[C].[Pd]>[OH:8][C:9]1[C:10]2[CH2:23][C@:22]3([CH3:36])[C@@H:24]([CH3:35])[CH2:25][CH2:26][C@H:27]4[C:28]([CH3:34])([CH3:33])[C@@H:29]([OH:32])[CH2:30][CH2:31][C@@:21]34[O:20][C:11]=2[C:12]2[C@H:13]([CH3:19])[NH:14][C:15](=[O:18])[C:16]=2[CH:17]=1 |f:2.3|. Reaction conditions: time 2.5 hour. Solvent: CO (methanol). Procedure details: 2-Amino-N-[2,4-dichloro-3-(2-ethyl-1-pyridin-2-ylmethyl-1H-benzoimidazol-4-yloxymethyl)-phenyl]-N-methyl-acetamide and 3-(4-(methylcarbamoyl)piperazin-1-yl)propanoic acid were coupled as described for compound 1 above to give 19. MS (APCI) 694 (M+), 1HNMR (400 MHz, MeOD) δ 2.12 (t, 3H), 2.49 (t, 2H), 2.71 (m, 4H), 2.89 (s, 3H), 2.89 (m, 2H), 2.93 (q, 2H), 3.2 (s, 3H), 3.31 (m, 4H), 3.46-3.84 (dd, 3H), 5.55 (m, 4H), 6.93-8.51 (m, 9Har), LCMS 695 (M+1); C34H38Cl2N8O4+1.73 H2O; Calculated: C, 56.69... Starting materials: NCC(=O)N(C)C1=C(C(=C(C=C1)Cl)C(CC1=NC=CC=C1)OC1=CC=CC=2NC(=NC21)CC)Cl (2-Amino-N-[2,4-dichloro-3-(2-ethyl-1-pyridin-2-ylmethyl-1H-benzoimidazol-4-yloxymethyl)-phenyl]-N-methyl-acetamide), CNC(=O)N1CCN(CC1)CCC(=O)O (3-(4-(methylcarbamoyl)piperazin-1-yl)propanoic acid), ClC1=C(C=CC(=C1COC1=CC=CC=2N(C(=NC21)OC)CC2=NC=CC=C2)Cl)N(C(CNC(CCC2=CC=C(C(=O)NCCOC)C=C2)=O)=O)C (4-(3-((2-((2,4-dichloro-3-(((2-methoxy-1-(pyridin-2-ylmethyl)-1H-benzo[d]imidazol-4-yl)oxy)methyl)phenyl)(methyl)amino)-2-oxoethyl)amino)-3-oxopropyl)-N-(2-methoxyethyl)benzamide). Product: ClC1=C(C=CC(=C1COC1=CC=CC=2N(C(=NC21)CC)CC2=NC=CC=C2)Cl)N(C(CNC(CCN2CCN(CC2)C(=O)NC)=O)=O)C (4-(3-((2-((2,4-dichloro-3-(((2-ethyl-1-(pyridin-2-ylmethyl)-1H-benzo[d]imidazol-4-yl)oxy)methyl)phenyl)(methyl)amino)-2-oxoethyl)amino)-3-oxopropyl)-N-methylpiperazine-1-carboxamide). RXN SMILES: [NH2:1][CH2:2][C:3]([N:5]([C:7]1[CH:12]=[CH:11][C:10]([Cl:13])=[C:9]([CH:14]([O:22][C:23]2[C:31]3[N:30]=[C:29]([CH2:32][CH3:33])[NH:28][C:27]=3[CH:26]=[CH:25][CH:24]=2)CC2C=CC=CN=2)[C:8]=1[Cl:34])[CH3:6])=[O:4].[CH3:35][NH:36][C:37]([N:39]1[CH2:44][CH2:43][N:42]([CH2:45][CH2:46][C:47]([OH:49])=O)[CH2:41][CH2:40]1)=[O:38].ClC1C(COC2C3N=C(OC)N([CH2:70][C:71]4[CH:76]=[CH:75][CH:74]=[CH:73][N:72]=4)C=3C=CC=2)=C(Cl)C=CC=1N(C)C(=O)CNC(=O)CCC1C=CC(C(NCCOC)=O)=CC=1>>[Cl:34][C:8]1[C:9]([CH2:14][O:22][C:23]2[C:31]3[N:30]=[C:29]([CH2:32][CH3:33])[N:28]([CH2:70][C:71]4[CH:76]=[CH:75][CH:74]=[CH:73][N:72]=4)[C:27]=3[CH:26]=[CH:25][CH:24]=2)=[C:10]([Cl:13])[CH:11]=[CH:12][C:7]=1[N:5]([CH3:6])[C:3](=[O:4])[CH2:2][NH:1][C:47](=[O:49])[CH2:46][CH2:45][N:42]1[CH2:41][CH2:40][N:39]([C:37]([NH:36][CH3:35])=[O:38])[CH2:44][CH2:43]1. The reactants are S(=O)(=O)([O-])[O-] (sulphate), alkali metal hydroxide, [OH-].[Na+] (sodium hydroxide), COC(N)=N (O-methylisourea), C(C)OC=C(C(=O)OCC)C(=O)[O-] (ethyl ethoxymethylenemalonate). Run in O (water). The product is C(C)OC(=O)C=1C(=NC(=NC1)OC)O (5-ethoxycarbonyl-4-hydroxy-2-methoxy-pyrimidine). Yield: 80.0%. As a reaction SMILES: S([O-])([O-])(=O)=O.[CH3:6][O:7][C:8](=[NH:10])[NH2:9].C([O:13][CH:14]=[C:15]([C:21]([O-])=O)[C:16]([O:18][CH2:19][CH3:20])=[O:17])C.[OH-].[Na+]>O>[CH2:19]([O:18][C:16]([C:15]1[C:14]([OH:13])=[N:10][C:8]([O:7][CH3:6])=[N:9][CH:21]=1)=[O:17])[CH3:20] |f:3.4|. Procedure: The applicant company has found that the operation can more advantageously be carried out in water: an aqueous solution of 1 mol of the neutral sulphate of O-methylisourea (concentration of between 5 and 10%) has the corresponding amount (2 mols) of ethyl ethoxymethylenemalonate added thereto, and the mixture is stirred vigorously so as to keep the second reagent emulsified. An aqueous solution of an alkali metal hydroxide is then added thereto at a rate such that the temperature of the mixture ... Starting materials: CCO, N#CCCCCl, Oc1cccc(CN2CCCCC2)c1, [Na]. Yields the product N#CCCCOc1cccc(CN2CCCCC2)c1. As a reaction SMILES: [CH3:22][CH2:23][OH:24].[Cl:16][CH2:17][CH2:18][CH2:19][C:20]#[N:21].[N:2]1([CH2:8][c:9]2[cH:10][c:11]([OH:15])[cH:12][cH:13][cH:14]2)[CH2:3][CH2:4][CH2:5][CH2:6][CH2:7]1.[Na:1]>>[N:2]1([CH2:8][c:9]2[cH:10][c:11]([O:15][CH2:17][CH2:18][CH2:19][C:20]#[N:21])[cH:12][cH:13][cH:14]2)[CH2:3][CH2:4][CH2:5][CH2:6][CH2:7]1. The reactants are CCCCC#Cc1nc(CON2C(=O)c3ccccc3C2=O)cs1, CNN, C1CCOC1. Product: CCCCC#Cc1nc(CON)cs1. Reaction SMILES: [C:1](#[C:2][CH2:3][CH2:4][CH2:5][CH3:6])[c:7]1[s:8][cH:9][c:10]([CH2:12][O:13][N:14]2[C:15](=[O:16])[c:17]3[c:18]([cH:19][cH:20][cH:21][cH:22]3)[C:23]2=[O:24])[n:11]1.[CH3:25][NH:26][NH2:27].[O:28]1[CH2:29][CH2:30][CH2:31][CH2:32]1>>[C:1](#[C:2][CH2:3][CH2:4][CH2:5][CH3:6])[c:7]1[s:8][cH:9][c:10]([CH2:12][O:13][NH2:14])[n:11]1.